This data is from the Open Reaction Database (ORD), a public repository of structured organic reaction records. The task is: describe an organic reaction: reactants, conditions, products, and yield The reactants are N#Cc1ccc(Oc2ccc(C(=O)O)cc2)nc1, CCN=C=NCCCN(C)C, CCN(C(C)C)C(C)C, Cl, NCC(=O)N1CCN(C(=O)c2ccccc2C(F)(F)F)CC1, CN(C)C=O, O, On1nnc2ccccc21. Yields the product N#Cc1ccc(Oc2ccc(C(=O)NCC(=O)N3CCN(C(=O)c4ccccc4C(F)(F)F)CC3)cc2)nc1. As a reaction SMILES: [C:54](#[N:55])[c:56]1[cH:57][cH:58][c:59]([O:62][c:63]2[cH:64][cH:65][c:66]([C:67](=[O:68])[OH:69])[cH:70][cH:71]2)[n:60][cH:61]1.[CH3:42][CH2:43][N:44]=[C:45]=[N:46][CH2:47][CH2:48][CH2:49][N:50]([CH3:51])[CH3:52].[CH:1]([N:2]([CH2:3][CH3:4])[CH:5]([CH3:6])[CH3:7])([CH3:8])[CH3:9].[ClH:53].[NH2:10][CH2:11][C:12](=[O:13])[N:14]1[CH2:15][CH2:16][N:17]([C:20]([c:21]2[c:22]([C:27]([F:28])([F:29])[F:30])[cH:23][cH:24][cH:25][cH:26]2)=[O:31])[CH2:18][CH2:19]1.[O:72]=[CH:73][N:74]([CH3:75])[CH3:76].[OH2:77].[OH:32][n:33]1[c:34]2[c:35]([cH:36][cH:37][cH:38][cH:39]2)[n:40][n:41]1>>[NH:10]([CH2:11][C:12](=[O:13])[N:14]1[CH2:15][CH2:16][N:17]([C:20]([c:21]2[c:22]([C:27]([F:28])([F:29])[F:30])[cH:23][cH:24][cH:25][cH:26]2)=[O:31])[CH2:18][CH2:19]1)[C:67]([c:66]1[cH:65][cH:64][c:63]([O:62][c:59]2[cH:58][cH:57][c:56]([C:54]#[N:55])[cH:61][n:60]2)[cH:71][cH:70]1)=[O:68]. The reactants are C(C)N(CCOC=1C=CC2=C(SC3=C2C=CC(=C3)OCCN(CC)CC)C1)CC (3,7-Bis(2-diethylaminoethoxy)dibenzothiophene), Cl (HCl), O1CCOCC1 (dioxane). Run in C(C)(=O)OCC (ethyl acetate), C(C)O (ethanol). Conditions: time 6 hour. Product: Cl.Cl.C(C)N(CCOC=1C=CC2=C(SC3=C2C=CC(=C3)OCCN(CC)CC)C1)CC (3,7-Bis(2-diethylaminoethoxy)dibenzothiophene dihydrochloride). The yield is 93.0%. Reaction SMILES: [CH2:1]([N:3]([CH2:28][CH3:29])[CH2:4][CH2:5][O:6][C:7]1[CH:8]=[CH:9][C:10]2[C:14]3[CH:15]=[CH:16][C:17]([O:19][CH2:20][CH2:21][N:22]([CH2:25][CH3:26])[CH2:23][CH3:24])=[CH:18][C:13]=3[S:12][C:11]=2[CH:27]=1)[CH3:2].[ClH:30].O1CCOCC1>C(OCC)(=O)C.C(O)C>[ClH:30].[ClH:30].[CH2:28]([N:3]([CH2:1][CH3:2])[CH2:4][CH2:5][O:6][C:7]1[CH:8]=[CH:9][C:10]2[C:14]3[CH:15]=[CH:16][C:17]([O:19][CH2:20][CH2:21][N:22]([CH2:25][CH3:26])[CH2:23][CH3:24])=[CH:18][C:13]=3[S:12][C:11]=2[CH:27]=1)[CH3:29] |f:5.6.7|. Procedure details: To a stirred solution of the product of Example 16A (250 mg, 0.60 mmol) in ethyl acetate (5 mL) and ethanol (0.2 mL), was added a solution of HCl in dioxane (4M; 0.33 mL, 1.32 mmol; Aldrich). After stirring the mixture for 6 hours, the resulting solid was collected by filtration to afford the title compound (284 mg, 0.50 mmol; 93%). 1H NMR (300 MHz, methanol-d4): δ 8.05 (2H, d, J=9 Hz), 7.54 (2H, d, J=2 Hz), 7.16 (2H, dd, J=9, 2 Hz), 4.46 (4H, t, J=5 Hz), 3.68 (4H, t, J=5 Hz), 3.44-3.35 (8H, q, ...